This data is from the Open Reaction Database (ORD), a public repository of structured organic reaction records. The task is: describe an organic reaction: reactants, conditions, products, and yield The reactants are CS(=O)(=O)C1=CC=C(C=C1)C(CCC(C)=O)=O (1-[4-(methylsulfonyl)phenyl]pentane-1,4-dione), BrC1=CC=C(N)C=C1 (4-bromoaniline), C1(=CC=C(C=C1)S(=O)(=O)O)C (p-toluenesulfonic acid). Run in C1(=CC=CC=C1)C (toluene). Product: BrC1=CC=C(C=C1)N1C(=CC=C1C1=CC=C(C=C1)S(=O)(=O)C)C (1-(4-Bromophenyl)-2-methyl-5-[4-(methylsulfonyl)phenyl]-1H-pyrrole). The yield is 54.3%. Reaction SMILES: [CH3:1][S:2]([C:5]1[CH:10]=[CH:9][C:8]([C:11](=O)[CH2:12][CH2:13][C:14](=O)[CH3:15])=[CH:7][CH:6]=1)(=[O:4])=[O:3].[Br:18][C:19]1[CH:25]=[CH:24][C:22]([NH2:23])=[CH:21][CH:20]=1.C1(C)C=CC(S(O)(=O)=O)=CC=1>C1(C)C=CC=CC=1>[Br:18][C:19]1[CH:25]=[CH:24][C:22]([N:23]2[C:11]([C:8]3[CH:9]=[CH:10][C:5]([S:2]([CH3:1])(=[O:4])=[O:3])=[CH:6][CH:7]=3)=[CH:12][CH:13]=[C:14]2[CH3:15])=[CH:21][CH:20]=1. Procedure: A mixture of 1-[4-(methylsulfonyl)phenyl]pentane-1,4-dione (3 g, 11.8 mmol), 4-bromoaniline (2.03 g, 11.8 mmol), and p-toluenesulfonic acid (150 mg) in toluene (250 mL) was heated at reflux temperature using Dean-Stark apparatus. After cooling down, volatiles were removed by evaporation. The residue was purified by flash chromatography on silica gel eluting with ethyl acetate/hexane (1/3) to give the subtitle compound (2.5 g, 54% yield).